This data is from the Open Reaction Database (ORD), a public repository of structured organic reaction records. The task is: describe an organic reaction: reactants, conditions, products, and yield Procedure details: 1-Phenyl-8-[(1,2,3,4-tetrahydro-1-oxo-2-naphthalenyl)methyl]-1,3,8-triazaspiro[4.5]decan-4-one (5.0 g) is suspended in methanol (100 ml) and treated over a 20 minute period with excess sodium borohydride dissolved in water (25 ml). The resulting mixture is stirred at room temperature for 15 hours. The reaction is diluted with water (200 ml), stirred for 30 minutes, and filtered to give the crude product. Two recrystallizations of this material from absolute ethanol yield 3.8 g of isomerically pu... Reaction SMILES: [C:1]1([N:7]2[C:11]3([CH2:16][CH2:15][N:14]([CH2:17][CH:18]4[CH2:27][CH2:26][C:25]5[C:20](=[CH:21][CH:22]=[CH:23][CH:24]=5)[C:19]4=[O:28])[CH2:13][CH2:12]3)[C:10](=[O:29])[NH:9][CH2:8]2)[CH:6]=[CH:5][CH:4]=[CH:3][CH:2]=1.[BH4-].[Na+]>CO.O>[C:1]1([N:7]2[C:11]3([CH2:16][CH2:15][N:14]([CH2:17][C@@H:18]4[CH2:27][CH2:26][C:25]5[C:20](=[CH:21][CH:22]=[CH:23][CH:24]=5)[C@H:19]4[OH:28])[CH2:13][CH2:12]3)[C:10](=[O:29])[NH:9][CH2:8]2)[CH:2]=[CH:3][CH:4]=[CH:5][CH:6]=1 |f:1.2|. Starting materials: C1(=CC=CC=C1)N1CNC(C12CCN(CC2)CC2C(C1=CC=CC=C1CC2)=O)=O (1-Phenyl-8-[(1,2,3,4-tetrahydro-1-oxo-2-naphthalenyl)methyl]-1,3,8-triazaspiro[4.5]decan-4-one), [BH4-].[Na+] (sodium borohydride). Product: C1(=CC=CC=C1)N1CNC(C12CCN(CC2)C[C@H]2[C@@H](C1=CC=CC=C1CC2)O)=O (1-Phenyl-8-[(trans-1,2,3,4-tetrahydro-1-hydroxy-2-naphthalenyl)methyl]-1,3,8-triazaspiro[4.5]decan-4-one). Run in O (water), O (water), CO (methanol). Reaction conditions: time 15 hour. The product is ClC=1C(=C2C=C(C(OC2=CC1)C(F)(F)F)C(=O)OCC)OCC (ethyl 6-chloro-5-ethoxy-2-(trifluoromethyl)-2H-chromene-3-carboxylate). Run in CN(C)C=O (DMF). RXN SMILES: [Cl:1][C:2]1[C:3]([OH:19])=[C:4]2[C:9](=[CH:10][CH:11]=1)[O:8][CH:7]([C:12]([F:15])([F:14])[F:13])[C:6]([C:16]([OH:18])=[O:17])=[CH:5]2.C(=O)([O-])[O-].[Cs+].[Cs+].[CH2:26](Br)[CH3:27].[C:29](OCC)(=O)[CH3:30]>CN(C=O)C>[Cl:1][C:2]1[C:3]([O:19][CH2:26][CH3:27])=[C:4]2[C:9](=[CH:10][CH:11]=1)[O:8][CH:7]([C:12]([F:15])([F:13])[F:14])[C:6]([C:16]([O:18][CH2:29][CH3:30])=[O:17])=[CH:5]2 |f:1.2.3|. Reported procedure: To the mixture of 6-chloro-5-hydroxyl-2-(trifluoromethyl)-2H-chromene-3-carboxylic acid (0.5g, 1.7 mmol) and cesium carbonate (800 mg, 0.94 mmol) in 10 mL of DMF was added ethyl bromide(0.80 mnL, 6.2 mmol). The mixture was stirred at room temperature overnight. To the reaction was added 150 mL of ethyl acetate, the resulting organic solution was washed with brine, and dried over anhydrous magnesium sulfate. After removing the volatiles, the residue was purified on silica gel column with EtOAc/he... The reactants are C(C)(=O)OCC (ethyl acetate), ClC=1C(=C2C=C(C(OC2=CC1)C(F)(F)F)C(=O)O)O (6-chloro-5-hydroxyl-2-(trifluoromethyl)-2H-chromene-3-carboxylic acid), C([O-])([O-])=O.[Cs+].[Cs+] (cesium carbonate), C(C)Br (ethyl bromide). Reaction conditions: time 8 hour. Starting materials: O=C([O-])O, CCOC(=O)C=CC1CCCN1C(=O)OCc1ccccc1, CC(C)C[Al+]CC(C)C, [H-], [Na+]. Product: O=C(OCc1ccccc1)N1CCCC1C=CCO. RXN SMILES: [C:33](=[O:34])([O-:35])[OH:36].[CH2:1]([c:2]1[cH:3][cH:4][cH:5][cH:6][cH:7]1)[O:8][C:9](=[O:10])[N:11]1[CH:12]([CH:16]=[CH:17][C:18](=[O:19])[O:20][CH2:21][CH3:22])[CH2:13][CH2:14][CH2:15]1.[CH2:24]([Al+:25][CH2:26][CH:27]([CH3:28])[CH3:29])[CH:30]([CH3:31])[CH3:32].[H-:23].[Na+:37]>>[CH2:1]([c:2]1[cH:3][cH:4][cH:5][cH:6][cH:7]1)[O:8][C:9](=[O:10])[N:11]1[CH:12]([CH:16]=[CH:17][CH2:18][OH:19])[CH2:13][CH2:14][CH2:15]1. The reactants are Cc1cc(C)c(N)c(Br)c1, C1CCOC1, [Li]CCCC, CC1=C(C)C([Si](C)(C)Cl)c2sccc21. The product is CC1=C(C)C([Si](C)(C)Nc2c(C)cc(C)cc2Br)c2sccc21. Reaction SMILES: [Br:1][c:2]1[c:3]([NH2:4])[c:5]([CH3:10])[cH:6][c:7]([CH3:9])[cH:8]1.[CH2:30]1[O:31][CH2:32][CH2:33][CH2:34]1.[CH3:11][CH2:12][CH2:13][CH2:14][Li:15].[Cl:16][Si:17]([CH3:18])([CH3:19])[CH:20]1[C:21]([CH3:29])=[C:22]([CH3:28])[c:23]2[c:24]1[s:25][cH:26][cH:27]2>>[Br:1][c:2]1[c:3]([NH:4][Si:17]([CH3:18])([CH3:19])[CH:20]2[C:21]([CH3:29])=[C:22]([CH3:28])[c:23]3[c:24]2[s:25][cH:26][cH:27]3)[c:5]([CH3:10])[cH:6][c:7]([CH3:9])[cH:8]1. Reactants: NC1=C(CNCCNC(=O)C2CCCCC2)C=C(C=C1)C(C1=CC=CC=C1)=O (cyclohexanecarboxylic acid [2-(2-amino-5-benzoyl-benzylamino)-ethyl]-amide), [Br].N#CC#N (Cyanogen bromine). The solvent is C(C)O (ethanol). The product is NC1=NC2=CC=C(C=C2CN1CCNC(=O)C1CCCCC1)C(C1=CC=CC=C1)=O (Cyclohexanecarboxylic acid [2-(2-amino-6-benzoyl-4H-quinazolin-3-yl)-ethyl]-amide). As a reaction SMILES: [NH2:1][C:2]1[CH:20]=[CH:19][C:18]([C:21](=[O:28])[C:22]2[CH:27]=[CH:26][CH:25]=[CH:24][CH:23]=2)=[CH:17][C:3]=1[CH2:4][NH:5][CH2:6][CH2:7][NH:8][C:9]([CH:11]1[CH2:16][CH2:15][CH2:14][CH2:13][CH2:12]1)=[O:10].[Br].[N:30]#[C:31]C#N>C(O)C>[NH2:30][C:31]1[N:5]([CH2:6][CH2:7][NH:8][C:9]([CH:11]2[CH2:16][CH2:15][CH2:14][CH2:13][CH2:12]2)=[O:10])[CH2:4][C:3]2[C:2](=[CH:20][CH:19]=[C:18]([C:21](=[O:28])[C:22]3[CH:23]=[CH:24][CH:25]=[CH:26][CH:27]=3)[CH:17]=2)[N:1]=1 |f:1.2,^1:28|. Procedure details: A mixture of cyclohexanecarboxylic acid [2-(2-amino-5-benzoyl-benzylamino)-ethyl]-amide (0.0032 mol) in ethanol (30 mL) was stirred at room temperature. Cyanogen bromine (0.0048 mol) was added. The reaction mixture was stirred and refluxed for 2 hours, then cooled and stirred overnight at room temperature resulting in a precipitate. The precipitate was filtered off, washed with diisopropyl ether and dried to yield the title compound as a residue. Isolated yield 46.2%. Reaction SMILES: [CH:1]1([S:4]([C:7]2[CH:12]=[CH:11][C:10]([CH:13]([O:17][CH:18]3[CH2:23][CH2:22][O:21][CH2:20][CH2:19]3)[C:14](O)=[O:15])=[CH:9][CH:8]=2)(=[O:6])=[O:5])[CH2:3][CH2:2]1.[NH2:24][C:25]1[N:30]=[C:29]([CH2:31][C:32]([O:34][CH2:35][CH3:36])=[O:33])[CH:28]=[CH:27][CH:26]=1.C1C=CC2N(O)N=NC=2C=1.CCN=C=NCCCN(C)C.Cl.CN1CCOCC1>CN(C=O)C>[CH:1]1([S:4]([C:7]2[CH:12]=[CH:11][C:10]([CH:13]([O:17][CH:18]3[CH2:19][CH2:20][O:21][CH2:22][CH2:23]3)[C:14]([NH:24][C:25]3[N:30]=[C:29]([CH2:31][C:32]([O:34][CH2:35][CH3:36])=[O:33])[CH:28]=[CH:27][CH:26]=3)=[O:15])=[CH:9][CH:8]=2)(=[O:6])=[O:5])[CH2:3][CH2:2]1 |f:3.4|. Procedure: The compound of example A9 was obtained by similar method described in example A1 using 2-(4-cyclopropanesulfonyl-phenyl)-2-[(tetrahydro-pyran-4-yloxy)]-acetic acid (Preparation 4; 0.990 g, 2.91 mmol), ethyl 2-(6-amino-2-pyridyl)acetate (0.35 g, 1.94 mmol), HOBt (0.65 g, 4.81 mmol), and EDCl (0.92 g, 4.81 mmol), N-methyl morpholine (0.64 mL, 5.83 mmol) in DMF (25 mL) to provide the title compound (0.45 g). Yields the product C1(CC1)S(=O)(=O)C1=CC=C(C=C1)C(C(=O)NC1=CC=CC(=N1)CC(=O)OCC)OC1CCOCC1 (Ethyl 2-[6-[[2-(4-cyclopropylsulfonylphenyl)-2-tetrahydropyran-4-yloxy-acetyl]amino]-2-pyridyl]acetate). Run in CN(C)C=O (DMF). The reactants are CCN=C=NCCCN(C)C.Cl (EDCl), compound, C=1C=CC2=C(C1)N=NN2O (HOBt), C1(CC1)S(=O)(=O)C1=CC=C(C=C1)C(C(=O)O)OC1CCOCC1 (2-(4-cyclopropanesulfonyl-phenyl)-2-[(tetrahydro-pyran-4-yloxy)]-acetic acid), NC1=CC=CC(=N1)CC(=O)OCC (ethyl 2-(6-amino-2-pyridyl)acetate), CN1CCOCC1 (N-methyl morpholine). Starting materials: C(C)(C)(C)OC(=O)N1CCC(CC1)O (4-hydroxy-piperidine-1-carboxylic acid tert-butyl ester), C(CCC)P(CCCC)CCCC (tributylphosphine), N(=NC(=O)N1CCCCC1)C(=O)N1CCCCC1 (1,1′-(azodicarbonyl)dipiperidine), Cl (HCl), solution, ClC=1C=C(C=CC1F)NCC(=O)NC1=C(C=CC(=C1)O)C (2-(3-chloro-4-fluoro-phenylamino)-N-(5-hydroxy-2-methyl-phenyl)acetamide), C(C)(C)(C)OC(=O)N1CCC(CC1)O (4-hydroxy-piperidine-1-carboxylic acid tert-butyl ester), C(CCC)P(CCCC)CCCC (tributylphosphine), N(=NC(=O)N1CCCCC1)C(=O)N1CCCCC1 (1,1′-(azodicarbonyl)dipiperidine). Run in C(C)OCC (diethyl ether), CO (methanol), O1CCOCC1 (dioxane), O1CCCC1 (tetrahydrofuran). Run at temperature 60 celsius, time 3 hour. Product: Cl.Cl.ClC=1C=C(C=CC1F)NCC(=O)NC1=C(C=CC(=C1)OC1CCNCC1)C ((+/−)-2-(3-Chloro4-fluoro-phenylamino)-N-[2-methyl-5-(piperidin-4-yloxy)-phenyl]-acetamide, dihydrochloride). As a reaction SMILES: [Cl:1][C:2]1[CH:3]=[C:4]([NH:9][CH2:10][C:11]([NH:13][C:14]2[CH:19]=[C:18]([OH:20])[CH:17]=[CH:16][C:15]=2[CH3:21])=[O:12])[CH:5]=[CH:6][C:7]=1[F:8].C(OC([N:29]1[CH2:34][CH2:33][CH:32](O)[CH2:31][CH2:30]1)=O)(C)(C)C.C(P(CCCC)CCCC)CCC.N(C(N1CCCCC1)=O)=NC(N1CCCCC1)=O.[ClH:67]>O1CCCC1.CO.O1CCOCC1.C(OCC)C>[ClH:1].[ClH:67].[Cl:1][C:2]1[CH:3]=[C:4]([NH:9][CH2:10][C:11]([NH:13][C:14]2[CH:19]=[C:18]([O:20][CH:32]3[CH2:33][CH2:34][NH:29][CH2:30][CH2:31]3)[CH:17]=[CH:16][C:15]=2[CH3:21])=[O:12])[CH:5]=[CH:6][C:7]=1[F:8] |f:9.10.11|. Procedure: To a solution of 2-(3-chloro-4-fluoro-phenylamino)-N-(5-hydroxy-2-methyl-phenyl)acetamide (0.10 g) and 4-hydroxy-piperidine-1-carboxylic acid tert-butyl ester (Synlett. 1998, 4, 379) (0.163 g) in tetrahydrofuran (3 ml) was added tributylphosphine (0.20 ml) and 1,1′-(azodicarbonyl)dipiperidine (0.204 g) and the mixture heated at 60° C. for 3 hours. Further 4-hydroxy-piperidine-1-carboxylic acid tert-butyl ester (0.163 g), tributylphosphine (0.20 ml) and 1,1′-(azodicarbonyl)dipiperidine (0.204 g) ...